This data is from the Open Reaction Database (ORD), a public repository of structured organic reaction records. The task is: describe an organic reaction: reactants, conditions, products, and yield Starting materials: [Br-], ClCCl, C[Mg+], CC(C)(C)S(=O)N=Cc1ccc(-c2nc3ccn4cnnc4c3cc2-c2ccccc2)cc1. Yields the product CC(NS(=O)C(C)(C)C)c1ccc(-c2nc3ccn4cnnc4c3cc2-c2ccccc2)cc1. RXN SMILES: [Br-:1].[CH2:37]([Cl:38])[Cl:39].[CH3:2][Mg+:3].[CH3:4][C:5]([CH3:6])([CH3:7])[S:8](=[O:9])[N:10]=[CH:11][c:12]1[cH:13][cH:14][c:15](-[c:18]2[n:19][c:20]3[cH:21][cH:22][n:23]4[c:24]([c:25]3[cH:26][c:27]2-[c:28]2[cH:29][cH:30][cH:31][cH:32][cH:33]2)[n:34][n:35][cH:36]4)[cH:16][cH:17]1>>[CH3:2][CH:11]([NH:10][S:8]([C:5]([CH3:4])([CH3:6])[CH3:7])=[O:9])[c:12]1[cH:13][cH:14][c:15](-[c:18]2[n:19][c:20]3[cH:21][cH:22][n:23]4[c:24]([c:25]3[cH:26][c:27]2-[c:28]2[cH:29][cH:30][cH:31][cH:32][cH:33]2)[n:34][n:35][cH:36]4)[cH:16][cH:17]1. Starting materials: F[B-](F)(F)F, C[O+](C)C, ClCCl, O=C1CCC=CCCN1. Yields the product COC1=NCCC=CCC1. RXN SMILES: [B-:10]([F:11])([F:12])([F:13])[F:14].[CH3:15][O+:16]([CH3:17])[CH3:18].[Cl:19][CH2:20][Cl:21].[NH:1]1[C:2](=[O:9])[CH2:3][CH2:4][CH:5]=[CH:6][CH2:7][CH2:8]1>>[N:1]1=[C:2]([O:9][CH3:15])[CH2:3][CH2:4][CH:5]=[CH:6][CH2:7][CH2:8]1. Reactants: C(CC(=O)O)(=O)O (malonic acid), C1(=CC=CC=C1)C1=C(C2=CC=CC=C2C=C1C(F)(F)F)OC1=CC=C(C=O)C=C1 (4-{[2-Phenyl-3-(trifluoromethyl)-1-naphthalenyl]oxy}benzaldehyde), Cl (HCl). The reagents and catalysts are N1CCCCC1 (piperidine). The solvent is N1=CC=CC=C1 (pyridine). Reaction conditions: temperature 85 celsius. Yields the product C1(=CC=CC=C1)C1=C(C2=CC=CC=C2C=C1C(F)(F)F)OC1=CC=C(C=C1)/C=C/C(=O)O ((2E)-3-(4-{[2-Phenyl-3-(trifluoromethyl)-1-naphthalenyl]oxy}phenyl)-2-propenoic acid). Isolated yield 79.6%. RXN SMILES: [C:1]1([C:7]2[C:16]([C:17]([F:20])([F:19])[F:18])=[CH:15][C:14]3[C:9](=[CH:10][CH:11]=[CH:12][CH:13]=3)[C:8]=2[O:21][C:22]2[CH:29]=[CH:28][C:25](C=O)=[CH:24][CH:23]=2)[CH:6]=[CH:5][CH:4]=[CH:3][CH:2]=1.[C:30]([OH:36])(=[O:35])[CH2:31][C:32](O)=O.Cl>N1C=CC=CC=1.N1CCCCC1>[C:1]1([C:7]2[C:16]([C:17]([F:20])([F:19])[F:18])=[CH:15][C:14]3[C:9](=[CH:10][CH:11]=[CH:12][CH:13]=3)[C:8]=2[O:21][C:22]2[CH:23]=[CH:24][C:25](/[CH:32]=[CH:31]/[C:30]([OH:36])=[O:35])=[CH:28][CH:29]=2)[CH:2]=[CH:3][CH:4]=[CH:5][CH:6]=1. Reported procedure: 4-{[2-Phenyl-3-(trifluoromethyl)-1-naphthalenyl]oxy}benzaldehyde (183) (92 mg, 0.24 mmol) was dissolved in pyridine (3 mL). To this solution was added malonic acid (74 mg, 0.70 mmol) and 1 drop of piperidine. The reaction mixture was heated at 85° C. overnight, cooled and poured into 5 N HCl (20 mL). The mixture was extracted with EtOAc. The combined organic extract was washed with 5 N HCl, water, brine, dried over Na2SO4, filtered, and the filtrate was concentrated to give the crude product as ... The reactants are C(C1=CC=CC=C1)OC(NC1CC2=C(C=3C=NNC3C(=C2)C)CN(C1=O)C)=O ((4,9-dimethyl-8-oxo-3,6,7,8,9,10-hexahydro-2,3,9-triaza-cyclohepta[e]inden-7-yl)-carbamic acid benzyl ester), C(Cl)(Cl)Cl (chloroform), [H][H] (hydrogen). The reagents and catalysts are [Pd] (palladium on carbon). The solvent is CO (methanol). Reaction conditions: time 3 hour. The product is Cl.NC1CC2=C(C=3C=NNC3C(=C2)C)CN(C1=O)C (7-amino-4,9-dimethyl-6,7,9,10-tetrahydro-3H-2,3,9-triaza-cyclohepta[e]inden-8-one, hydrochloride). As a reaction SMILES: C(OC(=O)[NH:10][CH:11]1[C:25](=[O:26])[N:24]([CH3:27])[CH2:23][C:14]2[C:15]3[CH:16]=[N:17][NH:18][C:19]=3[C:20]([CH3:22])=[CH:21][C:13]=2[CH2:12]1)C1C=CC=CC=1.[H][H].C(Cl)(Cl)[Cl:32]>CO.[Pd]>[ClH:32].[NH2:10][CH:11]1[C:25](=[O:26])[N:24]([CH3:27])[CH2:23][C:14]2[C:15]3[CH:16]=[N:17][NH:18][C:19]=3[C:20]([CH3:22])=[CH:21][C:13]=2[CH2:12]1 |f:5.6|. Reported procedure: To a solution of (4,9-dimethyl-8-oxo-3,6,7,8,9,10-hexahydro-2,3,9-triaza-cyclohepta[e]inden-7-yl)-carbamic acid benzyl ester (50 mg, 0.132 mmol) in methanol and chloroform (0.5 mL) was added 10% palladium on carbon (20 mg) under nitrogen atmosphere. The reaction mixture was brought to hydrogen atmosphere (1 atm) and stirred for 3 h. The catalyst was filtered and the solvent was evaporated to give 7-amino-4,9-dimethyl-6,7,9,10-tetrahydro-3H-2,3,9-triaza-cyclohepta[e]inden-8-one, hydrochloride in ...